Dataset: the Open Reaction Database (ORD), a public repository of structured organic reaction records. Task: describe an organic reaction: reactants, conditions, products, and yield Reactants: C(C)(=O)N[C@](C(=O)O)(C1=CC=C(C=C1)OC)C ((S)-(+)-α-acetamido-4-methoxy-α-methylbenzeneacetic acid), Cl (HCl). The product is Cl.N[C@](C(=O)O)(C1=CC=C(C=C1)OC)C ((S)-α-amino-4-methoxy-α-methylbenzeneacetic acid, hydrochloride salt). The yield is 92.0%. Reaction SMILES: C([NH:4][C@@:5]([CH3:17])([C:9]1[CH:14]=[CH:13][C:12]([O:15][CH3:16])=[CH:11][CH:10]=1)[C:6]([OH:8])=[O:7])(=O)C.[ClH:18]>>[ClH:18].[NH2:4][C@@:5]([CH3:17])([C:9]1[CH:14]=[CH:13][C:12]([O:15][CH3:16])=[CH:11][CH:10]=1)[C:6]([OH:8])=[O:7] |f:2.3|. Procedure details: A suspension of (S)-(+)-α-acetamido-4-methoxy-α-methylbenzeneacetic acid (30 g, 126 mmol) in 4N HCl (300 mL) was refluxed for 2 hours and evaporated in vacuo to dryness. The residue was repeatedly dissolved in EtOH and evaporated again to dryness (4 liters of EtOH were used). The final solid was washed with tert-butyl methyl ether (4×100 mL) and finally with acetone (2×125 mL), dried in vacuo at 40° C. in presence of P2O5 to yield 26.92 g of (S)-α-amino-4-methoxy-α-methylbenzeneacetic acid, hydr... The reactants are CC(=O)O, [O-][I+2]([O-])[O-], I, NC(Cc1ccccc1)C(=O)O, [Na+], O=S(=O)(O)O. Product: NC(Cc1ccc(I)cc1)C(=O)O. RXN SMILES: [CH3:24][C:25](=[O:26])[OH:27].[I+2:19]([O-:20])([O-:21])[O-:22].[I:18].[NH2:1][CH:2]([C:3](=[O:4])[OH:5])[CH2:6][c:7]1[cH:8][cH:9][cH:10][cH:11][cH:12]1.[Na+:23].[S:13](=[O:14])(=[O:15])([OH:16])[OH:17]>>[NH2:1][CH:2]([C:3](=[O:4])[OH:5])[CH2:6][c:7]1[cH:8][cH:9][c:10]([I:19])[cH:11][cH:12]1. Reactants: CC(C)(C)OC(=O)N1CCC(=CS(=O)(=O)NC(=O)c2cc(C(F)(F)F)cc(C(F)(F)F)c2)CC1, CO. Yields the product CC(C)(C)OC(=O)N1CCC(CS(=O)(=O)NC(=O)c2cc(C(F)(F)F)cc(C(F)(F)F)c2)CC1. RXN SMILES: [C:1]([CH3:2])([CH3:3])([CH3:4])[O:5][C:6](=[O:7])[N:8]1[CH2:9][CH2:10][C:11](=[CH:14][S:15]([NH:16][C:17]([c:18]2[cH:19][c:20]([C:28]([F:29])([F:30])[F:31])[cH:21][c:22]([C:24]([F:25])([F:26])[F:27])[cH:23]2)=[O:32])(=[O:33])=[O:34])[CH2:12][CH2:13]1.[CH3:35][OH:36]>>[C:1]([CH3:2])([CH3:3])([CH3:4])[O:5][C:6](=[O:7])[N:8]1[CH2:9][CH2:10][CH:11]([CH2:14][S:15]([NH:16][C:17]([c:18]2[cH:19][c:20]([C:28]([F:29])([F:30])[F:31])[cH:21][c:22]([C:24]([F:25])([F:26])[F:27])[cH:23]2)=[O:32])(=[O:33])=[O:34])[CH2:12][CH2:13]1. Reactants: Oc1ccc(Br)nc1, C1CCOC1, CC(C)OC(=O)N=NC(=O)OC(C)C, CC(C)OC(=O)N1CCC(CO)CC1, c1ccc(P(c2ccccc2)c2ccccc2)cc1. Product: CC(C)OC(=O)N1CCC(COc2ccc(Br)nc2)CC1. RXN SMILES: [Br:1][c:2]1[n:3][cH:4][c:5]([OH:8])[cH:6][cH:7]1.[CH2:56]1[O:57][CH2:58][CH2:59][CH2:60]1.[O:42]=[C:43]([O:44][CH:45]([CH3:46])[CH3:47])[N:48]=[N:49][C:50]([O:51][CH:52]([CH3:53])[CH3:54])=[O:55].[OH:9][CH2:10][CH:11]1[CH2:12][CH2:13][N:14]([C:17](=[O:18])[O:19][CH:20]([CH3:21])[CH3:22])[CH2:15][CH2:16]1.[c:23]1([P:24]([c:25]2[cH:26][cH:27][cH:28][cH:29][cH:30]2)[c:31]2[cH:32][cH:33][cH:34][cH:35][cH:36]2)[cH:37][cH:38][cH:39][cH:40][cH:41]1>>[Br:1][c:2]1[n:3][cH:4][c:5]([O:8][CH2:10][CH:11]2[CH2:12][CH2:13][N:14]([C:17](=[O:18])[O:19][CH:20]([CH3:21])[CH3:22])[CH2:15][CH2:16]2)[cH:6][cH:7]1. Reactants: N1(C=NC=C1)C1=NC(=C(C(=N1)N1C=NC=C1)[N+](=O)[O-])C(C)C (2,4-bis(1H-imidazol-1-yl)-5-nitro-6-(2-propyl)pyrimidine), O.O.[Sn](Cl)Cl (tin (II) chloride dihydrate). The solvent is C(C)O (ethanol). Conditions: time 2 hour. Yields the product N1(C=NC=C1)C1=NC(=C(C(=N1)N1C=NC=C1)N)C(C)C (2,4-bis(1H-imidazol-1-yl)-6-(2-propyl)pyrimidin-5-amine). Reaction SMILES: [N:1]1([C:6]2[N:11]=[C:10]([N:12]3[CH:16]=[CH:15][N:14]=[CH:13]3)[C:9]([N+:17]([O-])=O)=[C:8]([CH:20]([CH3:22])[CH3:21])[N:7]=2)[CH:5]=[CH:4][N:3]=[CH:2]1.O.O.[Sn](Cl)Cl>C(O)C>[N:1]1([C:6]2[N:11]=[C:10]([N:12]3[CH:16]=[CH:15][N:14]=[CH:13]3)[C:9]([NH2:17])=[C:8]([CH:20]([CH3:22])[CH3:21])[N:7]=2)[CH:5]=[CH:4][N:3]=[CH:2]1 |f:1.2.3|. Reported procedure: Dissolve 2,4-bis(1H-imidazol-1-yl)-5-nitro-6-(2-propyl)pyrimidine (16 g, 53.5 mmol) in 300 mL of ethanol and add 35 g of tin (II) chloride dihydrate. Stir for 2 hours at ambient temperature. Remove the solvent under vacuum and slurry the residue in 2 L of CH2Cl2. Wash with 2×3 L 10% KOH. Dry the CH2Cl2 portion over MgSO4, treat with charcoal, filter, and concentrate the filtrate under vacuum. Crystallize the residue from ethyl acetate to provide 2,4-bis(1H-imidazol-1-yl)-6-(2-propyl)pyrimidin-5-... The reactants are O.NC=1C2=C(C=CC=C2N=C2CCCCC12)OC(C(=O)OC)C1=CC=CC=C1 (Methyl α-[(9-amino-1,2,3,4-tetrahydroacridin-8-yl)oxy]phenylacetate hydrate), CC(C)([O-])C.[K+] (potassium tert-butoxide), [Cl-].[NH4+] (ammonium chloride). Run in O1CCCC1 (tetrahydrofuran). Conditions: time 1 hour. The product is C1(=CC=CC=C1)C1OC2=C3C(NC1=O)=C1CCCCC1=NC3=CC=C2 (1,3,9,10,11,12-Hexahydro-3-phenyl-2H-quino[4,3,2-ef][1,4]benzoxazepin-2-one). The yield is 80.8%. As a reaction SMILES: O.[NH2:2][C:3]1[C:4]2[C:9]([N:10]=[C:11]3[C:16]=1[CH2:15][CH2:14][CH2:13][CH2:12]3)=[CH:8][CH:7]=[CH:6][C:5]=2[O:17][CH:18]([C:23]1[CH:28]=[CH:27][CH:26]=[CH:25][CH:24]=1)[C:19]([O:21]C)=O.CC(C)([O-])C.[K+].[Cl-].[NH4+]>O1CCCC1>[C:23]1([CH:18]2[C:19](=[O:21])[NH:2][C:3]3=[C:16]4[C:11](=[N:10][C:9]5=[CH:8][CH:7]=[CH:6][C:5](=[C:4]35)[O:17]2)[CH2:12][CH2:13][CH2:14][CH2:15]4)[CH:28]=[CH:27][CH:26]=[CH:25][CH:24]=1 |f:0.1,2.3,4.5|. Procedure: Methyl α-[(9-amino-1,2,3,4-tetrahydroacridin-8-yl)oxy]phenylacetate hydrate (5.26 g) was dissolved dry tetrahydrofuran (100 ml) and potassium tert-butoxide (1.70 g) was added. After stirring for 1 hr, saturated ammonium chloride solution (100 ml) was added, and stirring was continued for 30 min. The reaction mixture was evaporated and the solid was collected and washed with water. Recrystallization from dimethylformamide-water gave 3.69 g (77.0%) of product, mp 250° C. (dec). The reactants are [OH-].[K+] (KOH), CC(C(=O)OCC)C(=O)OCC (diethyl methylmalonate), ester, [Na] (sodium), BrC=1C=CC(=C(CCl)C1)C (5-bromo-2-methylbenzyl chloride), O=S(Cl)Cl (SOCl2). The solvent is O (water), C(C)O (ethanol). Run at time 15 minute. Yields the product BrC=1C=CC(=C(C1)CC(C(=O)Cl)C)C (3-(5-bromo-2-methylphenyl)-2-methylpropanoyl chloride). Isolated yield 75.0%. RXN SMILES: [Na].[CH3:2][CH:3]([C:9](OCC)=O)[C:4]([O:6]CC)=O.[Br:14][C:15]1[CH:16]=[CH:17][C:18]([CH3:23])=[C:19]([CH:22]=1)CCl.[OH-].[K+].O=S(Cl)[Cl:28]>C(O)C.O>[Br:14][C:15]1[CH:22]=[CH:19][C:18]([CH3:23])=[C:17]([CH2:9][CH:3]([CH3:2])[C:4]([Cl:28])=[O:6])[CH:16]=1 |f:3.4,^1:0|. Reported procedure: In a three-necked round-bottom flask 9.50 g (0.413 mol) of sodium metal was dissolved in 260 ml of dry ethanol. To the resulting solution 72.0 g (0.413 mol) of diethyl methylmalonate was added. This mixture was stirred for 15 min, then 5-bromo-2-methylbenzyl chloride prepared above was added by vigorous stirring at such a rate as to maintain gentle reflux. This mixture was refluxed for an additional 2 h and then cooled to room temperature. A solution of 85 g of KOH in 250 ml of water was added. ... Reactants: resultant mixture, [OH-].[Na+] (sodium hydroxide), O.NN (hydrazine monohydrate), C(C1=CC=CC=C1)(=O)C1=C2C=CC=NC2=C(C=C1)O (5-benzoyl-8-quinolinol). Solvent: C(CO)O (ethylene glycol). Reaction conditions: time 3 hour. Yields the product C1(=CC=CC=C1)CC1=C2C=CC=NC2=C(C=C1)O (5-(Phenylmethyl)-8-quinolinol). Yield: 69.4%. Reaction SMILES: [OH-].[Na+].O.NN.[C:6]([C:14]1[CH:23]=[CH:22][C:21]([OH:24])=[C:20]2[C:15]=1[CH:16]=[CH:17][CH:18]=[N:19]2)(=O)[C:7]1[CH:12]=[CH:11][CH:10]=[CH:9][CH:8]=1>C(O)CO>[C:7]1([CH2:6][C:14]2[CH:23]=[CH:22][C:21]([OH:24])=[C:20]3[C:15]=2[CH:16]=[CH:17][CH:18]=[N:19]3)[CH:8]=[CH:9][CH:10]=[CH:11][CH:12]=1 |f:0.1,2.3|. Procedure details: To a solution of 2.88 g (72 mmol, 5.5 eq.) of powdered sodium hydroxide and 6.55 ml (135 mmol, 10.3 eq.) of hydrazine monohydrate in 40 ml of ethylene glycol was added 3.08 g (13.1 mmol) of 5-benzoyl-8-quinolinol and the resultant mixture was heated at 120° C. for one hour. The reflux condenser was removed and heating was continued until the pot temperature had reached 195° C. The condenser was replaced and refluxing continued for an additional three hours. The solution was cooled, diluted with ... Reactants: Cc1cnc(Cl)cc1Br, O=C([O-])[O-], COC(=O)c1cc(B2OC(C)(C)C(C)(C)O2)cn1S(=O)(=O)c1c(C)cc(C)cc1C, CO, CCOC(C)=O, [Na+], [Na+], c1ccccc1, c1ccc(P(c2ccccc2)(c2ccccc2)[Pd](P(c2ccccc2)(c2ccccc2)c2ccccc2)(P(c2ccccc2)(c2ccccc2)c2ccccc2)P(c2ccccc2)(c2ccccc2)c2ccccc2)cc1. Product: COC(=O)c1cc(-c2cc(Cl)ncc2C)cn1S(=O)(=O)c1c(C)cc(C)cc1C. Reaction SMILES: [Br:31][c:32]1[cH:33][c:34]([Cl:39])[n:35][cH:36][c:37]1[CH3:38].[C:42](=[O:43])([O-:44])[O-:45].[CH3:1][O:2][C:3](=[O:4])[c:5]1[n:6]([S:19](=[O:20])(=[O:21])[c:22]2[c:23]([CH3:30])[cH:24][c:25]([CH3:29])[cH:26][c:27]2[CH3:28])[cH:7][c:8]([B:10]2[O:11][C:12]([CH3:13])([CH3:14])[C:15]([CH3:16])([CH3:17])[O:18]2)[cH:9]1.[CH3:40][OH:41].[CH3:54][CH2:55][O:56][C:57](=[O:58])[CH3:59].[Na+:46].[Na+:47].[cH:48]1[cH:49][cH:50][cH:51][cH:52][cH:53]1.[cH:60]1[cH:61][cH:62][c:63]([P:64]([Pd:65]([P:66]([c:67]2[cH:68][cH:69][cH:70][cH:71][cH:72]2)([c:73]2[cH:74][cH:75][cH:76][cH:77][cH:78]2)[c:79]2[cH:80][cH:81][cH:82][cH:83][cH:84]2)([P:85]([c:86]2[cH:87][cH:88][cH:89][cH:90][cH:91]2)([c:92]2[cH:93][cH:94][cH:95][cH:96][cH:97]2)[c:98]2[cH:99][cH:100][cH:101][cH:102][cH:103]2)[P:104]([c:105]2[cH:106][cH:107][cH:108][cH:109][cH:110]2)([c:111]2[cH:112][cH:113][cH:114][cH:115][cH:116]2)[c:117]2[cH:118][cH:119][cH:120][cH:121][cH:122]2)([c:123]2[cH:124][cH:125][cH:126][cH:127][cH:128]2)[c:129]2[cH:130][cH:131][cH:132][cH:133][cH:134]2)[cH:135][cH:136]1>>[CH3:1][O:2][C:3](=[O:4])[c:5]1[n:6]([S:19](=[O:20])(=[O:21])[c:22]2[c:23]([CH3:30])[cH:24][c:25]([CH3:29])[cH:26][c:27]2[CH3:28])[cH:7][c:8](-[c:32]2[cH:33][c:34]([Cl:39])[n:35][cH:36][c:37]2[CH3:38])[cH:9]1.